Dataset: the Open Reaction Database (ORD), a public repository of structured organic reaction records. Task: describe an organic reaction: reactants, conditions, products, and yield Starting materials: N(C(C)(C)C(=O)N[C@H](CC1=CNC2=CC=CC=C12)C(=O)N1[C@@H](C(=O)O)CCC1)C(=O)OC(C)(C)C.C(C(C)C)[N-]CC(C)C (Boc-Aib-DTrp-DPro diisobutylamide), CSC (methylsulfide), C(CS)S (1,2-ethanedithiol), N(C(C)(C)C(=O)N[C@H](CC1=CNC2=CC=CC=C12)C(=O)N1[C@@H](C(=O)O)CCC1)C(=O)OC(C)(C)C.C(C(C)C)[N-]CC(C)C (Boc-Aib-DTrp-DPro diisobutylamide), N[C@@H](CC1=CNC2=CC=CC=C12)C(=O)O (tryptophan), FC(C(=O)O)(F)F (trifluoracetic acid). Run in C(Cl)Cl (CH2Cl2). Yields the product NC(C)(C)C(=O)N[C@H](CC1=CNC2=CC=CC=C12)C(=O)N1[C@@H](C(=O)O)CCC1.C(C(C)C)[N-]CC(C)C (Aib-DTrp-DPro diisobutylamide). Yield: 86.2%. As a reaction SMILES: [NH:1](C(OC(C)(C)C)=O)[C:2]([C:5]([NH:7][C@@H:8]([C:19]([N:21]1[CH2:28][CH2:27][CH2:26][C@@H:22]1[C:23]([OH:25])=[O:24])=[O:20])[CH2:9][C:10]1[C:18]2[C:13](=[CH:14][CH:15]=[CH:16][CH:17]=2)[NH:12][CH:11]=1)=[O:6])([CH3:4])[CH3:3].[CH2:36]([N-:40][CH2:41][CH:42]([CH3:44])[CH3:43])[CH:37]([CH3:39])[CH3:38].CSC.C(S)CS.N[C@H](C(O)=O)CC1C2C(=CC=CC=2)NC=1.FC(F)(F)C(O)=O>C(Cl)Cl>[NH2:1][C:2]([C:5]([NH:7][C@@H:8]([C:19]([N:21]1[CH2:28][CH2:27][CH2:26][C@@H:22]1[C:23]([OH:25])=[O:24])=[O:20])[CH2:9][C:10]1[C:18]2[C:13](=[CH:14][CH:15]=[CH:16][CH:17]=2)[NH:12][CH:11]=1)=[O:6])([CH3:3])[CH3:4].[CH2:36]([N-:40][CH2:41][CH:42]([CH3:44])[CH3:43])[CH:37]([CH3:39])[CH3:38] |f:0.1,7.8|. Procedure: Under N2 atmosphere, the Boc-Aib-DTrp-DPro-diisobutylamide was dissolved in 30 ml of CH2Cl2, 1 ml of methylsulfide and 0.5 ml of 1,2-ethanedithiol were added as scavengers to suppress the indole alkylation of tryptophan. 10 ml of trifluoracetic acid was added dropwise while being stirred. The reaction mixture was stirred for 30 min. Volatiles were removed under vacuum and the residue was dissolved in 30 ml of CH2Cl2 and washed with 10 ml saturated NaHCO3 aqueous solution. The organic layer was r... Reaction SMILES: [OH:1][C:2]1[CH:19]=[C:18]([OH:20])[CH:17]=[CH:16][C:3]=1[C:4]([N:6]([CH:13]([CH3:15])[CH3:14])[C:7]1[CH:12]=[CH:11][CH:10]=[CH:9][CH:8]=1)=[O:5].C(=O)([O-])[O-].[Cs+].[Cs+].[C:27]([C:29]1[CH:41]=[CH:40][C:32]([O:33][CH2:34][CH2:35][CH2:36][CH2:37][CH2:38]Br)=[CH:31][CH:30]=1)#[N:28]>CN(C)C=O>[C:27]([C:29]1[CH:41]=[CH:40][C:32]([O:33][CH2:34][CH2:35][CH2:36][CH2:37][CH2:38][O:20][C:18]2[CH:17]=[CH:16][C:3]([C:4]([N:6]([CH:13]([CH3:15])[CH3:14])[C:7]3[CH:8]=[CH:9][CH:10]=[CH:11][CH:12]=3)=[O:5])=[C:2]([OH:1])[CH:19]=2)=[CH:31][CH:30]=1)#[N:28] |f:1.2.3|. Reactants: OC1=C(C(=O)N(C2=CC=CC=C2)C(C)C)C=CC(=C1)O (2,4-dihydroxy-N-(1-methylethyl)-N-phenylbenzamide), C([O-])([O-])=O.[Cs+].[Cs+] (cesium carbonate), C(#N)C1=CC=C(OCCCCCBr)C=C1 (5-(4-cyanophenoxy)pentyl bromide). Reaction conditions: temperature 40 celsius, time 24 hour. The solvent is CN(C=O)C (N,N-dimethylformamide). Product: C(#N)C1=CC=C(OCCCCCOC2=CC(=C(C(=O)N(C3=CC=CC=C3)C(C)C)C=C2)O)C=C1 (4-[5-(4-cyanophenoxy)pentyloxy]-2-hydroxy-N-(1-methylethyl)-N-phenylbenzamide). Procedure: A stirred solution of 2,4-dihydroxy-N-(1-methylethyl)-N-phenylbenzamide (358 mg, 1.32 mmol) in 6 mL of N,N-dimethylformamide is treated with cesium carbonate (520 mg, 1.58 mmol), and 5-(4-cyanophenoxy)pentyl bromide (U.S. Pat. No. 4,451,476, 354 mg, 1.32 mmol) and stirred at 40° C. for 24 hours. The reaction is partitioned between ethyl acetate and water, dried over sodium sulfate and concentrated in vacuo to afford a yellow foam. This material is purified by chromatography on silica gel (30 g) ... Starting materials: ClCCl (Dichloromethane), BrCC1=C(C(=O)OC)C=CC=C1Cl (Methyl 2-(bromomethyl)-3-chlorobenzoate), [C@@H]([C@H](C(=O)[O-])O)(C(=O)[O-])O.[Na+].[K+] (Rochelle salt), [H-].C(C(C)C)[Al+]CC(C)C.CCCCCC (diisobutylaluminum hydride n-hexane). Solvent: COC(C)(C)C (tert-butyl methyl ether). Run at time 1 hour. The product is BrCC1=C(C=CC=C1Cl)CO ([2-(Bromomethyl)-3-chlorophenyl]methanol). The yield is 98.3%. As a reaction SMILES: ClCCl.[Br:4][CH2:5][C:6]1[C:15]([Cl:16])=[CH:14][CH:13]=[CH:12][C:7]=1[C:8](OC)=[O:9].[H-].C([Al+]CC(C)C)C(C)C.CCCCCC.[C@H](O)(C([O-])=O)[C@@H](O)C([O-])=O.[Na+].[K+]>COC(C)(C)C>[Br:4][CH2:5][C:6]1[C:15]([Cl:16])=[CH:14][CH:13]=[CH:12][C:7]=1[CH2:8][OH:9] |f:2.3.4,5.6.7|. Reported procedure: Dichloromethane (10 ml) was added to methyl 2-(bromomethyl)-3-chlorobenzoate obtained in Example 10c (500 mg, 1.9 mmol), a 1.04 M diisobutylaluminum hydride/n-hexane solution (4.57 ml, 4.75 mmol) was added at −78° C., followed by stirring for one hour under a nitrogen atmosphere. A saturated aqueous Rochelle salt solution and tert-butyl methyl ether were added, followed by extraction with tert-butyl methyl ether. The organic layer was washed with brine, dried over magnesium sulfate and then allo... RXN SMILES: CC(=CC)C.OP([O-])(O)=O.[Na+].Cl([O-])(=O)(=O)=[O:13].[Na+].[CH:18]1([CH2:21][O:22][C:23]2[CH:24]=[C:25]([C:29]3[C:37]4[C:32](=[CH:33][CH:34]=[C:35]([CH2:38][CH:39]=[O:40])[CH:36]=4)[N:31]([CH2:41][C:42]4[CH:47]=[CH:46][CH:45]=[C:44]([O:48][CH3:49])[CH:43]=4)[C:30]=3[C:50]([O:52][CH2:53][CH3:54])=[O:51])[CH:26]=[CH:27][CH:28]=2)[CH2:20][CH2:19]1>C(O)(C)(C)C.O.C(OCC)(=O)C>[CH:18]1([CH2:21][O:22][C:23]2[CH:24]=[C:25]([C:29]3[C:37]4[C:32](=[CH:33][CH:34]=[C:35]([CH2:38][C:39]([OH:13])=[O:40])[CH:36]=4)[N:31]([CH2:41][C:42]4[CH:47]=[CH:46][CH:45]=[C:44]([O:48][CH3:49])[CH:43]=4)[C:30]=3[C:50]([O:52][CH2:53][CH3:54])=[O:51])[CH:26]=[CH:27][CH:28]=2)[CH2:20][CH2:19]1 |f:1.2,3.4|. Procedure: 2-Methyl-2-butene (2 mL), sodium phosphate monobasic (307 mg, 2.6 mmol) and sodium perchlorate (307 mg, 3.4 mmol) were added to a stirred solution of ethyl 3-[3-(cyclopropylmethoxy)phenyl]-1-(3-methoxybenzyl)-5-(2-oxoethyl)-1H-indole-2-carboxylate (Example 138, 169 mg, 0.34 mmol) in tert-butanol (8 mL) and water (3 mL). The reaction was stirred for 24 h and then diluted with ethyl acetate (100 mL). The solution was washed with brine, dried over anhydrous magnesium sulfate and concentrated in vac... Run at time 24 hour. The product is C1(CC1)COC=1C=C(C=CC1)C1=C(N(C2=CC=C(C=C12)CC(=O)O)CC1=CC(=CC=C1)OC)C(=O)OCC ([3[3-(Cyclopropylmethoxy)phenyl]-2-(ethoxycarbonyl)-1-(3-methoxybenzyl)-1H-indol-5-yl]acetic acid). Solvent: C(C)(C)(C)O (tert-butanol), O (water), C(C)(=O)OCC (ethyl acetate). Starting materials: CC(C)=CC (2-Methyl-2-butene), OP(=O)(O)[O-].[Na+] (sodium phosphate monobasic), Cl(=O)(=O)(=O)[O-].[Na+] (sodium perchlorate), C1(CC1)COC=1C=C(C=CC1)C1=C(N(C2=CC=C(C=C12)CC=O)CC1=CC(=CC=C1)OC)C(=O)OCC (Ethyl 3-[3-(cyclopropylmethoxy)phenyl]-1-(3-methoxybenzyl)-5-(2-oxoethyl)-1H-indole-2-carboxylate). The yield is 20.0%.